This data is from the Open Reaction Database (ORD), a public repository of structured organic reaction records. The task is: describe an organic reaction: reactants, conditions, products, and yield Reactants: CN(C1=CC=CC=C1)C (dimethylaniline), ClC(Cl)(OC(OC(Cl)(Cl)Cl)=O)Cl (triphosgene), C1CCOC1 (THF), BrC1=C(C=CC(=C1)Br)O (2,4-Dibromophenol), C1CCOC1 (THF). Yields the product C(C#C)C1CCN(CC1)C(=O)OC1=C(C=C(C=C1)Br)Br (2,4-Dibromophenyl 4-(prop-2-ynyl)piperidine-1-carboxylate). As a reaction SMILES: [Br:1][C:2]1[CH:7]=[C:6]([Br:8])[CH:5]=[CH:4][C:3]=1[OH:9].C[N:11]([CH3:18])[C:12]1[CH:17]=[CH:16][CH:15]=[CH:14][CH:13]=1.ClC(Cl)(O[C:23](=[O:29])OC(Cl)(Cl)Cl)Cl.[CH2:31]1COCC1>>[CH2:15]([CH:16]1[CH2:17][CH2:12][N:11]([C:23]([O:9][C:3]2[CH:4]=[CH:5][C:6]([Br:8])=[CH:7][C:2]=2[Br:1])=[O:29])[CH2:18][CH2:31]1)[C:14]#[CH:13]. Procedure: 2,4-Dibromophenol (7.45 g, 29.6 mmol) was added as a solution in THF and dimethylaniline to a mixture of triphosgene (2.849 g, 9.6 mmol) in THF according to general procedure 3. Yield=6.09 g, 68%. m/z MH+=402.22. HPLC rt=12.49 min.